This data is from the Open Reaction Database (ORD), a public repository of structured organic reaction records. The task is: describe an organic reaction: reactants, conditions, products, and yield RXN SMILES: [Br:1][c:2]1[c:3]([O:10][CH3:11])[c:4]([CH2:8][Br:9])[cH:5][cH:6][cH:7]1.[C:12]([c:13]1[c:14]([C:15](=[O:16])[NH2:17])[cH:18][cH:19][cH:20][cH:21]1)(=[O:22])[NH2:23].[K:24].[O:25]=[CH:26][N:27]([CH3:28])[CH3:29]>>[Br:1][c:2]1[c:3]([O:10][CH3:11])[c:4]([CH2:8][N:23]2[C:12](=[O:22])[c:13]3[c:14]([cH:18][cH:19][cH:20][cH:21]3)[C:15]2=[O:16])[cH:5][cH:6][cH:7]1. Starting materials: COc1c(Br)cccc1CBr, NC(=O)c1ccccc1C(N)=O, [K], CN(C)C=O. Yields the product COc1c(Br)cccc1CN1C(=O)c2ccccc2C1=O. Starting materials: NC(=O)c1cc(Br)cc2c(C3CCS(=O)(=O)CC3)c[nH]c12, O=C([O-])[O-], CN(C)c1ccc(B(O)O)cn1, [K+], [K+], C1COCCO1, O. Yields the product CN(C)c1ccc(-c2cc(C(N)=O)c3[nH]cc(C4CCS(=O)(=O)CC4)c3c2)cn1. Reaction SMILES: [Br:13][c:14]1[cH:15][c:16]2[c:17]([CH:26]3[CH2:27][CH2:28][S:29](=[O:32])(=[O:33])[CH2:30][CH2:31]3)[cH:18][nH:19][c:20]2[c:21]([C:23](=[O:24])[NH2:25])[cH:22]1.[C:34](=[O:35])([O-:36])[O-:37].[CH3:1][N:2]([c:3]1[cH:4][cH:5][c:6]([B:9]([OH:10])[OH:11])[cH:7][n:8]1)[CH3:12].[K+:38].[K+:39].[O:41]1[CH2:42][CH2:43][O:44][CH2:45][CH2:46]1.[OH2:40]>>[CH3:1][N:2]([c:3]1[cH:4][cH:5][c:6](-[c:14]2[cH:15][c:16]3[c:17]([CH:26]4[CH2:27][CH2:28][S:29](=[O:32])(=[O:33])[CH2:30][CH2:31]4)[cH:18][nH:19][c:20]3[c:21]([C:23](=[O:24])[NH2:25])[cH:22]2)[cH:7][n:8]1)[CH3:12]. The reactants are O=c1[nH]nc(Cl)c2cc(Br)ccc12, CCOC(C)=O, Cc1ccc(Cl)cc1CN, O=C(C=Cc1ccccc1)C=Cc1ccccc1, O=C(C=Cc1ccccc1)C=Cc1ccccc1, O=C(C=Cc1ccccc1)C=Cc1ccccc1, [Pd], [Pd]. Product: Cc1ccc(Cl)cc1CNc1ccc2c(=O)[nH]nc(Cl)c2c1. As a reaction SMILES: [Br:1][c:2]1[cH:3][c:4]2[c:5]([Cl:13])[n:6][nH:7][c:8](=[O:12])[c:9]2[cH:10][cH:11]1.[CH3:24][CH2:25][O:26][C:27]([CH3:28])=[O:29].[Cl:14][c:15]1[cH:16][cH:17][c:18]([CH3:23])[c:19]([CH2:20][NH2:21])[cH:22]1.[O:32]=[C:33]([CH:34]=[CH:35][c:36]1[cH:37][cH:38][cH:39][cH:40][cH:41]1)[CH:42]=[CH:43][c:44]1[cH:45][cH:46][cH:47][cH:48][cH:49]1.[O:50]=[C:51]([CH:52]=[CH:53][c:54]1[cH:55][cH:56][cH:57][cH:58][cH:59]1)[CH:60]=[CH:61][c:62]1[cH:63][cH:64][cH:65][cH:66][cH:67]1.[O:68]=[C:69]([CH:70]=[CH:71][c:72]1[cH:73][cH:74][cH:75][cH:76][cH:77]1)[CH:78]=[CH:79][c:80]1[cH:81][cH:82][cH:83][cH:84][cH:85]1.[Pd:30].[Pd:31]>>[c:2]1([NH:21][CH2:20][c:19]2[c:18]([CH3:23])[cH:17][cH:16][c:15]([Cl:14])[cH:22]2)[cH:3][c:4]2[c:5]([Cl:13])[n:6][nH:7][c:8](=[O:12])[c:9]2[cH:10][cH:11]1. The reactants are CN(C)C=O, Cl, N#CC(CCC(F)(F)C(F)(F)F)S(=O)(=O)CCC(F)(F)F, [H-], CC(C)I, [Na+]. Product: CC(C)C(C#N)(CCC(F)(F)C(F)(F)F)S(=O)(=O)CCC(F)(F)F. As a reaction SMILES: [CH3:29][N:30]([CH3:31])[CH:32]=[O:33].[ClH:28].[F:5][C:6]([CH2:7][CH2:8][CH:9]([C:10]#[N:11])[S:12](=[O:13])(=[O:14])[CH2:15][CH2:16][C:17]([F:18])([F:19])[F:20])([C:21]([F:22])([F:23])[F:24])[F:25].[H-:26].[I:1][CH:2]([CH3:3])[CH3:4].[Na+:27]>>[CH:2]([CH3:3])([CH3:4])[C:9]([CH2:8][CH2:7][C:6]([F:5])([C:21]([F:22])([F:23])[F:24])[F:25])([C:10]#[N:11])[S:12](=[O:13])(=[O:14])[CH2:15][CH2:16][C:17]([F:18])([F:19])[F:20].